This data is from the Open Reaction Database (ORD), a public repository of structured organic reaction records. The task is: describe an organic reaction: reactants, conditions, products, and yield The reactants are C(C)OC(C(C)(C)OC1=C(C=C(C=C1)SC(C)=O)C)=O (2-(4-acetylsulfanyl-2-methyl-phenoxy)-2-methyl-propionic acid ethyl ester), FC(OC=1C=C(C=CC1)C#CCCCOS(=O)(=O)C)(F)F (methanesulfonic acid 5-(3-trifluoromethoxy-phenyl)-pent-4-ynyl ester). Product: C(C)OC(C(C)(OC1=C(C=C(C=C1)SCCCC#CC1=CC(=CC=C1)OC(F)(F)F)C)C)=O (2-methyl-2-{2-methyl-4-[5-(3-trifluoromethoxy-phenyl)-pent-4-ynylsulfanyl]-phenoxy}-propionic acid ethyl ester). RXN SMILES: [CH2:1]([O:3][C:4](=[O:20])[C:5]([O:8][C:9]1[CH:14]=[CH:13][C:12]([S:15][C:16](=O)[CH3:17])=[CH:11][C:10]=1[CH3:19])([CH3:7])[CH3:6])[CH3:2].[F:21][C:22]([F:41])([F:40])[O:23][C:24]1[CH:25]=[C:26]([C:30]#[C:31][CH2:32]CCOS(C)(=O)=O)[CH:27]=[CH:28][CH:29]=1>>[CH2:1]([O:3][C:4](=[O:20])[C:5]([CH3:7])([O:8][C:9]1[CH:14]=[CH:13][C:12]([S:15][CH2:16][CH2:17][CH2:32][C:31]#[C:30][C:26]2[CH:27]=[CH:28][CH:29]=[C:24]([O:23][C:22]([F:21])([F:40])[F:41])[CH:25]=2)=[CH:11][C:10]=1[CH3:19])[CH3:6])[CH3:2]. Procedure: In analogy to the procedure described in example 1D], 2-(4-acetylsulfanyl-2-methyl-phenoxy)-2-methyl-propionic acid ethyl ester (example 1C]) was reacted with methanesulfonic acid 5-(3-trifluoromethoxy-phenyl)-pent-4-ynyl ester (example 3D]) to give 2-methyl-2-{2-methyl-4-[5-(3-trifluoromethoxy-phenyl)-pent-4-ynylsulfanyl]-phenoxy}-propionic acid ethyl ester as light brown oil.